From a dataset of the Open Reaction Database (ORD), a public repository of structured organic reaction records. describe an organic reaction: reactants, conditions, products, and yield Reactants: C(C(C)C)C1=CC=C(C=C1)C(CCCC)=O (4'-Isobutylpentanophenone), B([C@H]1C[C@H]2C[C@@H]([C@@H]1C)C2(C)C)([C@H]3C[C@H]4C[C@@H]([C@@H]3C)C4(C)C)Cl ((+)-B-chlorodiisopinocampheylborane). The solvent is O1CCCC1 (tetrahydrofuran). Reaction conditions: time 5 hour. Product: C(C(C)C)C1=CC=C(C=C1)[C@@H](CCCC)O ((R)-1-(4-isobutylphenyl)pentan-1-ol). The yield is 30.0%. RXN SMILES: [CH2:1]([C:5]1[CH:10]=[CH:9][C:8]([C:11](=[O:16])[CH2:12][CH2:13][CH2:14][CH3:15])=[CH:7][CH:6]=1)[CH:2]([CH3:4])[CH3:3].B(Cl)([C@@H]1[C@@H](C)[C@H]2C(C)(C)[C@H](C2)C1)[C@@H]1[C@@H](C)[C@H]2C(C)(C)[C@H](C2)C1>O1CCCC1>[CH2:1]([C:5]1[CH:6]=[CH:7][C:8]([C@H:11]([OH:16])[CH2:12][CH2:13][CH2:14][CH3:15])=[CH:9][CH:10]=1)[CH:2]([CH3:4])[CH3:3]. Reported procedure: 4'-Isobutylpentanophenone (2.1 g) was added to a solution of (+)-B-chlorodiisopinocampheylborane (3.57 g) in tetrahydrofuran (7 ml) at -25° C. After stirring for 5 hours, the solvent was removed and the residue was dissolved in ethyl ether (30 ml). To this solution was added diethanolamine (2 ml), and the mixture was stirred for 2 hours. The solid was filtered off and washed with ethyl ether. The combined filtrates were concentrated and the residue was chromatographed on silica gel (hexane:dichl... The product is BrCCCCCOCCCC1=CC(=CC(=C1)OCC1=CC=CC=C1)OCC1=CC=CC=C1 (1-[3-[(5-Bromopentyl)oxy]propyl]-3,5-bis(phenylmethoxy)benzene). Procedure: (4.98 g) as a colourless oil, from 3,5-bis(phenylmethoxy)benzenepropanol (5.0 g) and 1,5-dibromopentane (5.9 ml) with stirring at room temperature for 16 h. T.l.c. (ER-CX 1:19) Rf 0.13. The reactants are C1(=CC=CC=C1)COC=1C=C(C=C(C1)OCC1=CC=CC=C1)CCCO (3,5-bis(phenylmethoxy)benzenepropanol), BrCCCCCBr (1,5-dibromopentane). Reaction SMILES: [C:1]1([CH2:7][O:8][C:9]2[CH:10]=[C:11]([CH2:23][CH2:24][CH2:25][OH:26])[CH:12]=[C:13]([O:15][CH2:16][C:17]3[CH:22]=[CH:21][CH:20]=[CH:19][CH:18]=3)[CH:14]=2)[CH:6]=[CH:5][CH:4]=[CH:3][CH:2]=1.[Br:27][CH2:28][CH2:29][CH2:30][CH2:31][CH2:32]Br>>[Br:27][CH2:28][CH2:29][CH2:30][CH2:31][CH2:32][O:26][CH2:25][CH2:24][CH2:23][C:11]1[CH:10]=[C:9]([O:8][CH2:7][C:1]2[CH:2]=[CH:3][CH:4]=[CH:5][CH:6]=2)[CH:14]=[C:13]([O:15][CH2:16][C:17]2[CH:18]=[CH:19][CH:20]=[CH:21][CH:22]=2)[CH:12]=1. Reactants: solution, [OH-].[K+] (potassium hydroxide), (1R,2R)-diphenylethylenediamine, COC1C(CCCC1)=O (2-methoxycyclohexanone), Ru2Cl4 [(R)-DM-BINAP]2NEt3, [H][H] (hydrogen). Run in CC(C)O (2-propanol), CC(C)O (2-propanol). Run at temperature 50 celsius, time 30 minute. The product is CO[C@H]1[C@H](CCCC1)O ((1S,2R)-2-methoxycyclohexanol). As a reaction SMILES: [OH-].[K+].[CH3:3][O:4][CH:5]1[CH2:10][CH2:9][CH2:8][CH2:7][C:6]1=[O:11].[H][H]>CC(O)C>[CH3:3][O:4][C@@H:5]1[CH2:10][CH2:9][CH2:8][CH2:7][C@@H:6]1[OH:11] |f:0.1|. Procedure: In a 100 ml autoclave were charged 3.4 ml of a 0.1M solution of potassium hydroxide (0.34 mmol) in 2-propanol, 4.2 mg (0.02 mmol) of (1R,2R)-diphenylethylenediamine, 1.28 g (10.0 mmol) of 2-methoxycyclohexanone, 9.5 mg (0.005 mmol) of Ru2Cl4 [(R)-DM-BINAP]2NEt3, and 6.5 ml of 2-propanol in a nitrogen atmosphere, and hydrogen was introduced therein to 50 atm. The mixture was stirred at 50° C. for 30 minutes and cooled to room temperature. The disappearance of the starting material was confirmed b... The reactants are Cc1cccnc1Br, O=C1CCN(Cc2ccccc2)CC1, C1CCOC1, [Li]CCCC, [Cl-], [NH4+]. Product: Cc1cccnc1C1(O)CCN(Cc2ccccc2)CC1. Reaction SMILES: [Br:1][c:2]1[n:3][cH:4][cH:5][cH:6][c:7]1[CH3:8].[CH2:14]([c:15]1[cH:16][cH:17][cH:18][cH:19][cH:20]1)[N:21]1[CH2:22][CH2:23][C:24](=[O:27])[CH2:25][CH2:26]1.[CH2:30]1[O:31][CH2:32][CH2:33][CH2:34]1.[CH3:9][CH2:10][CH2:11][CH2:12][Li:13].[Cl-:28].[NH4+:29]>>[c:2]1([C:24]2([OH:27])[CH2:23][CH2:22][N:21]([CH2:14][c:15]3[cH:16][cH:17][cH:18][cH:19][cH:20]3)[CH2:26][CH2:25]2)[n:3][cH:4][cH:5][cH:6][c:7]1[CH3:8]. Starting materials: FC(C=1C=C(CN2C(C3=C(OCCC2)N=C(C=C3C3=CC=C(C=C3)F)Cl)=O)C=C(C1)C(F)(F)F)(F)F (5-[3,5-bis(trifluoromethyl)benzyl]-9-chloro-7-(4-fluorophenyl)-6-oxo-2,3,4,5-tetrahydro-6H-pyrido[2,3-b][1,5]oxazocine), N1(CCOCC1)C1CCNCC1 (4-(morpholine-4-yl)piperidine). Product: FC(C=1C=C(CN2C(C3=C(OCCC2)N=C(C=C3C3=CC=C(C=C3)F)N3CCC(CC3)N3CCOCC3)=O)C=C(C1)C(F)(F)F)(F)F (5-[3,5-bis(trifluoromethyl)benzyl]-7-(4-fluorophenyl)-9-[4-(morpholine-4-yl)piperidine-1-yl]-6-oxo-2,3,4,5-tetrahydro-6H-pyrido[2,3-b][1,5]oxazocine). Yield: 39.3%. RXN SMILES: [F:1][C:2]([F:36])([F:35])[C:3]1[CH:4]=[C:5]([CH:28]=[C:29]([C:31]([F:34])([F:33])[F:32])[CH:30]=1)[CH2:6][N:7]1[CH2:14][CH2:13][CH2:12][O:11][C:10]2[N:15]=[C:16](Cl)[CH:17]=[C:18]([C:19]3[CH:24]=[CH:23][C:22]([F:25])=[CH:21][CH:20]=3)[C:9]=2[C:8]1=[O:27].[N:37]1([CH:43]2[CH2:48][CH2:47][NH:46][CH2:45][CH2:44]2)[CH2:42][CH2:41][O:40][CH2:39][CH2:38]1>>[F:1][C:2]([F:36])([F:35])[C:3]1[CH:4]=[C:5]([CH:28]=[C:29]([C:31]([F:34])([F:33])[F:32])[CH:30]=1)[CH2:6][N:7]1[CH2:14][CH2:13][CH2:12][O:11][C:10]2[N:15]=[C:16]([N:46]3[CH2:47][CH2:48][CH:43]([N:37]4[CH2:42][CH2:41][O:40][CH2:39][CH2:38]4)[CH2:44][CH2:45]3)[CH:17]=[C:18]([C:19]3[CH:24]=[CH:23][C:22]([F:25])=[CH:21][CH:20]=3)[C:9]=2[C:8]1=[O:27]. Procedure: In a similar manner to Example 1, 5-[3,5-bis(trifluoromethyl)benzyl]-9-chloro-7-(4-fluorophenyl)-6-oxo-2,3,4,5-tetrahydro-6H-pyrido[2,3-b][1,5]oxazocine (53.3 mg) was reacted with 4-(morpholine-4-yl)piperidine (20.4 mg) to obtain 5-[3,5-bis(trifluoromethyl)benzyl]-7-(4-fluorophenyl)-9-[4-(morpholine-4-yl)piperidine-1-yl]-6-oxo-2,3,4,5-tetrahydro-6H-pyrido[2,3-b][1,5]oxazocine (26.2 mg, 39%).